Dataset: the Open Reaction Database (ORD), a public repository of structured organic reaction records. Task: describe an organic reaction: reactants, conditions, products, and yield Reaction conditions: temperature 50 celsius, time 1 hour. Starting materials: N1=CC=CC=C1 (pyridine), ClC1=C(N)C=CC=C1Cl (2,3-dichloroaniline), C1(=CC=C(C=C1)S(=O)(=O)Cl)C (p-toluenesulfonyl chloride), O (water). Reported procedure: A solution of 2,3-dichloroaniline (162.0 g) in p-toluenesulfonyl chloride (190.7 g) is heated at 100° C. for one hour allowing the temperature to rise to 115° C. with the exotherm. The thick mixture is then cooled to 50° C. and pyridine (250 ml) is added carefully. The reaction mixture exotherms to 150° C. After stirring for one hour the mixture is cooled and poured into water (2.5 liter). The precipitated solid is collected and dried to yield 301 g of tosylamide, m.p. 112°-118° C. Yields the product CC1=CC=C(C=C1)S(=O)(=O)N (tosylamide). Isolated yield 175.8%. Reaction SMILES: ClC1C(Cl)=CC=CC=1[NH2:4].N1C=CC=CC=1.O.[C:17]1([CH3:27])[CH:22]=[CH:21][C:20]([S:23](Cl)(=[O:25])=[O:24])=[CH:19][CH:18]=1>>[CH3:27][C:17]1[CH:22]=[CH:21][C:20]([S:23]([NH2:4])(=[O:25])=[O:24])=[CH:19][CH:18]=1. Starting materials: C1(=CC=C(C=C1)NC1=NC=CC(=C1N)C1=CC=C(C=C1)C)C (N2,4-dip-tolylpyridine-2,3-diamine), C(C)OC=C(C#N)C#N (2-(ethoxymethylene)malonnitrile). Run in C(C)(C)O (isopropanol). The product is C1(=CC=C(C=C1)N1C=NC=2C1=NC=CC2C2=CC=C(C=C2)C)C (3,7-dip-tolyl-3H-imidazo[4,5-b]pyridine). The yield is 84.0%. As a reaction SMILES: [C:1]1([CH3:22])[CH:6]=[CH:5][C:4]([NH:7][C:8]2[C:13]([NH2:14])=[C:12]([C:15]3[CH:20]=[CH:19][C:18]([CH3:21])=[CH:17][CH:16]=3)[CH:11]=[CH:10][N:9]=2)=[CH:3][CH:2]=1.[CH2:23](OC=C(C#N)C#N)C>C(O)(C)C>[C:1]1([CH3:22])[CH:2]=[CH:3][C:4]([N:7]2[C:8]3=[N:9][CH:10]=[CH:11][C:12]([C:15]4[CH:20]=[CH:19][C:18]([CH3:21])=[CH:17][CH:16]=4)=[C:13]3[N:14]=[CH:23]2)=[CH:5][CH:6]=1. Reported procedure: 0.70 mol of N2,4-dip-tolylpyridine-2,3-diamine and 2.56 mol of 2-(ethoxymethylene)malonnitrile were added in 10 ml of isopropanol, and refluxed for 6 hours. The solution was removed and was purified by using column chromatography to thereby produce a solid crystalline product at a yield of 84%. Starting materials: O=C([O-])O, C=O, CO, [Na+], CC(C)CC(C=NNC(N)=O)NC(=O)C(Cc1c[nH]cn1)NC(=O)C(CCCCc1ccccc1)Cc1cccc2ccccc12. The product is CC(C)CC(C=O)NC(=O)C(Cc1c[nH]cn1)NC(=O)C(CCCCc1ccccc1)Cc1cccc2ccccc12. As a reaction SMILES: [C:49]([OH:50])([O-:51])=[O:52].[CH2:47]=[O:48].[CH3:54][OH:55].[Na+:53].[c:1]1([CH2:11][CH:12]([C:13](=[O:14])[NH:15][CH:16]([CH2:17][c:18]2[cH:19][nH:20][cH:21][n:22]2)[C:23](=[O:24])[NH:25][CH:26]([CH2:27][CH:28]([CH3:29])[CH3:30])[CH:31]=[N:32][NH:33][C:34](=[O:35])[NH2:36])[CH2:37][CH2:38][CH2:39][CH2:40][c:41]2[cH:42][cH:43][cH:44][cH:45][cH:46]2)[cH:2][cH:3][cH:4][c:5]2[cH:6][cH:7][cH:8][cH:9][c:10]12>>[c:1]1([CH2:11][CH:12]([C:13](=[O:14])[NH:15][CH:16]([CH2:17][c:18]2[cH:19][nH:20][cH:21][n:22]2)[C:23](=[O:24])[NH:25][CH:26]([CH2:27][CH:28]([CH3:29])[CH3:30])[CH:49]=[O:52])[CH2:37][CH2:38][CH2:39][CH2:40][c:41]2[cH:42][cH:43][cH:44][cH:45][cH:46]2)[cH:2][cH:3][cH:4][c:5]2[cH:6][cH:7][cH:8][cH:9][c:10]12. Reactants: COC(C(CCCC)Br)=O (2-bromohexanoic acid methyl ester), [O-]C#N.[K+] (potassium cyanate), CO (methanol). Solvent: CN(C=O)C (dimethylformamide). Yields the product COC(C(CCCC)NC(=O)OC)=O (2-methoxycarbonylaminohexanoic acid methyl ester). Yield: 75.6%. RXN SMILES: [CH3:1][O:2][C:3](=[O:10])[CH:4](Br)[CH2:5][CH2:6][CH2:7][CH3:8].[O-:11][C:12]#[N:13].[K+].[CH3:15][OH:16]>CN(C)C=O>[CH3:1][O:2][C:3](=[O:10])[CH:4]([NH:13][C:12]([O:16][CH3:15])=[O:11])[CH2:5][CH2:6][CH2:7][CH3:8] |f:1.2|. Reported procedure: 14.63 grams of 2-bromohexanoic acid methyl ester, 8.52 grams of potassium cyanate and 7.85 grams of methanol were heated in 70 ml of dimethylformamide (DMF) at 100° C. for 45 minutes under vigorous stirring. After the cooling off of the reaction mixture the salts were filtered off and the filtrate concentrated in a vacuum. The viscous residue was taken up with 50 ml of acetone and the undissolved material filtered off. Subsequently the acetone was distilled off and the residue fractionated in th...